From a dataset of the Open Reaction Database (ORD), a public repository of structured organic reaction records. describe an organic reaction: reactants, conditions, products, and yield Starting materials: COc1cc[nH]c1C=C1C(=O)Nc2ccc([N+](=O)[O-])c(Br)c21, O=C([O-])[O-], COCCOC, [Na+], [Na+], OB(O)c1ccccc1. Product: COc1cc[nH]c1C=C1C(=O)Nc2ccc([N+](=O)[O-])c(-c3ccccc3)c21. Reaction SMILES: [Br:10][c:11]1[c:12]2[c:16]([cH:17][cH:18][c:19]1[N+:20](=[O:21])[O-:22])[NH:15][C:14](=[O:23])[C:13]2=[CH:24][c:25]1[nH:26][cH:27][cH:28][c:29]1[O:30][CH3:31].[C:32](=[O:33])([O-:34])[O-:35].[CH3:38][O:39][CH2:40][CH2:41][O:42][CH3:43].[Na+:36].[Na+:37].[c:1]1([B:7]([OH:8])[OH:9])[cH:2][cH:3][cH:4][cH:5][cH:6]1>>[c:1]1(-[c:11]2[c:12]3[c:16]([cH:17][cH:18][c:19]2[N+:20](=[O:21])[O-:22])[NH:15][C:14](=[O:23])[C:13]3=[CH:24][c:25]2[nH:26][cH:27][cH:28][c:29]2[O:30][CH3:31])[cH:2][cH:3][cH:4][cH:5][cH:6]1. The reactants are CN(C(OC(C)(C)C)=O)CCNC (tert-Butyl N-methyl-N-(2-methylaminoethyl)carbamate), CN(C(OC(C)(C)C)=O)CCNC (tert-Butyl N-methyl-N-(2-methylaminoethyl)carbamate), FC1=CC(=C(C=C1[N+](=O)[O-])NC1=NC=CC(=N1)C1=CN(C2=CC=CC=C12)C)OC (N-(4-fluoro-2-methoxy-5-nitrophenyl)-4-(1-methylindol-3-yl)pyrimidin-2-amine), FC1=CC(=C(C=C1[N+](=O)[O-])NC1=NC=CC(=N1)C1=CN(C2=CC=CC=C12)C)OC (N-(4-fluoro-2-methoxy-5-nitrophenyl)-4-(1-methylindol-3-yl)pyrimidin-2-amine), CCN(C(C)C)C(C)C (DIPEA). Solvent: CC(=O)N(C)C (DMA), CCOC(=O)C (EtOAc). Reaction conditions: temperature 100 celsius. Product: COC=1C(=CC(=C(C1)N(CCN(C(OC(C)(C)C)=O)C)C)[N+](=O)[O-])NC1=NC=CC(=N1)C1=CN(C2=CC=CC=C12)C (tert-butyl N-[2-[[5-methoxy-4-[[4-(1-methylindol-3-yl)pyrimidin-2-yl]amino]-2-nitrophenyl]-methylamino]ethyl]-N-methylcarbamate). Isolated yield 57.7%. RXN SMILES: [CH3:1][N:2]([CH2:10][CH2:11][NH:12][CH3:13])[C:3](=[O:9])[O:4][C:5]([CH3:8])([CH3:7])[CH3:6].F[C:15]1[C:20]([N+:21]([O-:23])=[O:22])=[CH:19][C:18]([NH:24][C:25]2[N:30]=[C:29]([C:31]3[C:39]4[C:34](=[CH:35][CH:36]=[CH:37][CH:38]=4)[N:33]([CH3:40])[CH:32]=3)[CH:28]=[CH:27][N:26]=2)=[C:17]([O:41][CH3:42])[CH:16]=1.CCN(C(C)C)C(C)C>CC(N(C)C)=O.CCOC(C)=O>[CH3:42][O:41][C:17]1[C:18]([NH:24][C:25]2[N:30]=[C:29]([C:31]3[C:39]4[C:34](=[CH:35][CH:36]=[CH:37][CH:38]=4)[N:33]([CH3:40])[CH:32]=3)[CH:28]=[CH:27][N:26]=2)=[CH:19][C:20]([N+:21]([O-:23])=[O:22])=[C:15]([N:12]([CH3:13])[CH2:11][CH2:10][N:2]([CH3:1])[C:3](=[O:9])[O:4][C:5]([CH3:6])([CH3:7])[CH3:8])[CH:16]=1. Procedure details: tert-Butyl N-methyl-N-(2-methylaminoethyl)carbamate (Intermediate 173, 300 mg, 1.59 mmol) was added to a suspension of N-(4-fluoro-2-methoxy-5-nitrophenyl)-4-(1-methy-lindol-3-yl)pyrimidin-2-amine (Intermediate 129, 522 mg, 1.33 mmol) and DIPEA (0.462 mL, 2.65 mmol) in DMA (5 mL). The mixture was heated in a microwave at 100° C. for 4 h. The mixture was then diluted with EtOAc and washed with water (5×), brine, dried (MgSO4) and concentrated in vacuo. Purification by FCC, eluting with 0-2% CH3OH... Yields the product CC(=O)OCc1ccc(O)c(N)c1. The reactants are CC(=O)OCc1ccc(O)c([N+](=O)[O-])c1, CCO. RXN SMILES: [C:1]([CH3:2])(=[O:3])[O:4][CH2:5][c:6]1[cH:7][c:8]([N+:13]([O-:14])=[O:15])[c:9]([OH:12])[cH:10][cH:11]1.[CH3:16][CH2:17][OH:18]>>[C:1]([CH3:2])(=[O:3])[O:4][CH2:5][c:6]1[cH:7][c:8]([NH2:13])[c:9]([OH:12])[cH:10][cH:11]1. Reactants: CC (ethane), FC(C(=C(F)F)F)(F)F (hexafluoropropene). The product is FC(C(C(CC)(F)F)F)(F)F (1,1,1,2,3,3-Hexafluoropentane). Reaction SMILES: [CH3:1][CH3:2].[F:3][C:4]([F:11])([F:10])[C:5]([F:9])=[C:6]([F:8])[F:7]>>[F:3][C:4]([F:11])([F:10])[CH:5]([F:9])[C:6]([F:8])([F:7])[CH2:1][CH3:2]. Procedure details: When a reaction between ethane and hexafluoropropene was carried out in a 250 ml. Hastalloy-lined autoclave at a temperature of 280° C and under an initial total pressure of 150 atmospheres, a similar yield (76% based on hexafluoropropene consumed) of 1,1,1,2,3,3-hexafluoropentane was obtained. The reactants are C(C)SC1=NC(=CC(N1)=O)C (2-ethylthio-6-methylpyrimidin-4(3H)-one), BrCC1=CC=C(C=C1)C=1C(=CC=CC1)C#N (4′-(bromomethyl)biphenyl-2-carbonitrile), C([O-])([O-])=O.[K+].[K+] (potassium carbonate). Run in C(C)#N (acetonitrile). Conditions: temperature 50 celsius, time 12 hour. Product: C(C)SC=1N(C(C=C(N1)C)=O)CC1=CC=C(C=C1)C=1C(=CC=CC1)C#N (4′-{[2-(ethylthio)-4-methyl-6-oxopyrimidin-1(6H)-yl]methyl}biphenyl-2-carbonitrile). Isolated yield 29.6%. RXN SMILES: [CH2:1]([S:3][C:4]1[NH:9][C:8](=[O:10])[CH:7]=[C:6]([CH3:11])[N:5]=1)[CH3:2].Br[CH2:13][C:14]1[CH:19]=[CH:18][C:17]([C:20]2[C:21]([C:26]#[N:27])=[CH:22][CH:23]=[CH:24][CH:25]=2)=[CH:16][CH:15]=1.C(=O)([O-])[O-].[K+].[K+]>C(#N)C>[CH2:1]([S:3][C:4]1[N:9]([CH2:13][C:14]2[CH:15]=[CH:16][C:17]([C:20]3[C:21]([C:26]#[N:27])=[CH:22][CH:23]=[CH:24][CH:25]=3)=[CH:18][CH:19]=2)[C:8](=[O:10])[CH:7]=[C:6]([CH3:11])[N:5]=1)[CH3:2] |f:2.3.4|. Procedure details: To a solution of 2-ethylthio-6-methylpyrimidin-4(3H)-one (6.1 g) and 4′-(bromomethyl)biphenyl-2-carbonitrile (10.6 g) in acetonitrile (120 mL) was added potassium carbonate (5.9 g), and the mixture was stirred at 50° C. for 12 hr. The insoluble material was filtered off, and the filtrate was concentrated. The residue was purified by silica gel column chromatography to give the title compound (3.83 g, 30%) as a colorless solid. The reactants are [BH4-], CO, Cc1ccc(Cl)cc1C(=O)CCN(C)C(=O)OC(C)(C)C, [Na+]. The product is Cc1ccc(Cl)cc1C(O)CCN(C)C(=O)OC(C)(C)C. RXN SMILES: [BH4-:22].[CH3:24][OH:25].[Cl:1][c:2]1[cH:3][cH:4][c:5]([CH3:21])[c:6]([C:8]([CH2:9][CH2:10][N:11]([C:12]([O:13][C:14]([CH3:15])([CH3:16])[CH3:17])=[O:18])[CH3:19])=[O:20])[cH:7]1.[Na+:23]>>[Cl:1][c:2]1[cH:3][cH:4][c:5]([CH3:21])[c:6]([CH:8]([CH2:9][CH2:10][N:11]([C:12]([O:13][C:14]([CH3:15])([CH3:16])[CH3:17])=[O:18])[CH3:19])[OH:20])[cH:7]1. Starting materials: O=C1NC2=C(OC1)N=C(C(=C2)C2=CC=CC=C2)C2=CC=C(C=C2)C2(CCC2)NC(OC(C)(C)C)=O (tert-butyl 1-(4-(2-oxo-7-phenyl-2,3-dihydro-1H-pyrido[2,3-b][1,4]oxazin-6-yl)phenyl)cyclobutylcarbamate), C([O-])([O-])=O.[K+].[K+] (potassium carbonate), BrCC1CC1 ((bromomethyl)cyclopropane). Solvent: CN(C=O)C (N,N-dimethylformamide), C([O-])(O)=O.[Na+] (sodium bicarbonate). Run at temperature 80 celsius, time 1 hour. Product: C1(CC1)CN1C2=C(OCC1=O)N=C(C(=C2)C2=CC=CC=C2)C2=CC=C(C=C2)C2(CCC2)NC(OC(C)(C)C)=O (tert-butyl 1-(4-(1-(cyclopropylmethyl)-2-oxo-7-phenyl-2,3-dihydro-1H-pyrido[2,3-b][1,4]oxazin-6-yl)phenyl)cyclobutylcarbamate). Yield: 71.8%. As a reaction SMILES: [O:1]=[C:2]1[CH2:7][O:6][C:5]2[N:8]=[C:9]([C:18]3[CH:23]=[CH:22][C:21]([C:24]4([NH:28][C:29](=[O:35])[O:30][C:31]([CH3:34])([CH3:33])[CH3:32])[CH2:27][CH2:26][CH2:25]4)=[CH:20][CH:19]=3)[C:10]([C:12]3[CH:17]=[CH:16][CH:15]=[CH:14][CH:13]=3)=[CH:11][C:4]=2[NH:3]1.C(=O)([O-])[O-].[K+].[K+].Br[CH2:43][CH:44]1[CH2:46][CH2:45]1>CN(C)C=O.C(=O)(O)[O-].[Na+]>[CH:44]1([CH2:43][N:3]2[C:2](=[O:1])[CH2:7][O:6][C:5]3[N:8]=[C:9]([C:18]4[CH:23]=[CH:22][C:21]([C:24]5([NH:28][C:29](=[O:35])[O:30][C:31]([CH3:32])([CH3:34])[CH3:33])[CH2:25][CH2:26][CH2:27]5)=[CH:20][CH:19]=4)[C:10]([C:12]4[CH:13]=[CH:14][CH:15]=[CH:16][CH:17]=4)=[CH:11][C:4]2=3)[CH2:46][CH2:45]1 |f:1.2.3,6.7|. Reported procedure: In a 15 mL reaction tube was added tert-butyl 1-(4-(2-oxo-7-phenyl-2,3-dihydro-1H-pyrido[2,3-b][1,4]oxazin-6-yl)phenyl)cyclobutylcarbamate (50 mg, 0.106 mmol), potassium carbonate (44 mg, 0.318 mmol) and (bromomethyl)cyclopropane (0.031 mL, 0.318 mmol) in anhydrous N,N-dimethylformamide (1 mL) to give an orange suspension. The reaction mixture was stirred at 80° C. for one hour. The reaction mixture was allowed to cool to room temperature, diluted with saturated sodium bicarbonate solution (5 mL... Starting materials: BrC=1C=CC(=C(C1)C1NC(CC(C12C(NC1=CC(=CC=C12)Cl)=O)C1=C(C=CC(=C1)Cl)Cl)=O)OCC(C)(C)C(=O)OC (racemic (2′R,3R,4′S)-2′-[5-bromo-2-(2-methoxycarbonyl-2-methyl-propoxy)-phenyl]-6-chloro-4′-(2,5-dichlorophenyl)spiro[3H-indole-3,3′-piperidine]-2,6′(1H)-dione), [H-].[H-].[H-].[H-].[Li+].[Al+3] (LiAlH4). Solvent: C1CCOC1 (THF). Product: BrC=1C=CC(=C(C1)C1NC(CC(C12C(NC1=CC(=CC=C12)Cl)=O)C1=C(C=CC(=C1)Cl)Cl)=O)OCC(CO)(C)C (racemic (2′R,3R,4′S)-2′-[5-bromo-2-(2,2-dimethyl-3-hydroxy propoxy)-phenyl]-6-chloro-4′-(2,5-dichlorophenyl)spiro[3H-indole-3,3′-piperidine]-2,6′(1H)-dione). The yield is 18.2%. RXN SMILES: [Br:1][C:2]1[CH:3]=[CH:4][C:5]([O:33][CH2:34][C:35]([C:38](OC)=[O:39])([CH3:37])[CH3:36])=[C:6]([CH:8]2[C:13]3([C:21]4[C:16](=[CH:17][C:18]([Cl:22])=[CH:19][CH:20]=4)[NH:15][C:14]3=[O:23])[CH:12]([C:24]3[CH:29]=[C:28]([Cl:30])[CH:27]=[CH:26][C:25]=3[Cl:31])[CH2:11][C:10](=[O:32])[NH:9]2)[CH:7]=1.[H-].[H-].[H-].[H-].[Li+].[Al+3]>C1COCC1>[Br:1][C:2]1[CH:3]=[CH:4][C:5]([O:33][CH2:34][C:35]([CH3:37])([CH3:36])[CH2:38][OH:39])=[C:6]([CH:8]2[C:13]3([C:21]4[C:16](=[CH:17][C:18]([Cl:22])=[CH:19][CH:20]=4)[NH:15][C:14]3=[O:23])[CH:12]([C:24]3[CH:29]=[C:28]([Cl:30])[CH:27]=[CH:26][C:25]=3[Cl:31])[CH2:11][C:10](=[O:32])[NH:9]2)[CH:7]=1 |f:1.2.3.4.5.6|. Procedure details: In a manner similar to the method described in Example 231, racemic (2′R,3R,4′S)-2′-[5-bromo-2-(2-methoxycarbonyl-2-methyl-propoxy)-phenyl]-6-chloro-4′-(2,5-dichlorophenyl)spiro[3H-indole-3,3′-piperidine]-2,6′(1H)-dione (120 mg, 0.177 mmol) was reacted with LiAlH4 (34 mg, 0.885 mmol) in THF to give title compound as a white solid (21 mg). Reactants: C(C1=CC=CC=C1)NC(=O)C1CC=CC(C1)O (N-benzyl-5-hydroxycyclohex-3-enecarboxamide), [H-].[Al+3].[Li+].[H-].[H-].[H-] (lithium aluminum hydride). The solvent is C1CCOC1 (THF), C1CCOC1 (THF). Conditions: time 45 minute. Yields the product C(C1=CC=CC=C1)NCC1CC=CC(C1)O (5-(Benzylaminomethyl)cyclohex-2-enol), oil. Isolated yield 88.0%. As a reaction SMILES: [H-].[Al+3].[Li+].[H-].[H-].[H-].[CH2:7]([NH:14][C:15]([CH:17]1[CH2:22][CH:21]([OH:23])[CH:20]=[CH:19][CH2:18]1)=O)[C:8]1[CH:13]=[CH:12][CH:11]=[CH:10][CH:9]=1>C1COCC1>[CH2:7]([NH:14][CH2:15][CH:17]1[CH2:22][CH:21]([OH:23])[CH:20]=[CH:19][CH2:18]1)[C:8]1[CH:13]=[CH:12][CH:11]=[CH:10][CH:9]=1 |f:0.1.2.3.4.5|. Reported procedure: To a suspension of lithium aluminum hydride (1.50 g, 40.5 mmol) in dry THF (100 ml), cooled in an ice bath, was added drop-wise a solution of N-benzyl-5-hydroxycyclohex-3-enecarboxamide (4.6 g, 20 mmol) in THF (60 ml) over 30 min. The cold bath was removed and the reaction was heated under reflux for 16 h. Then the mixture was cooled in an ice bath and diluted with ether (200 ml), then carefully quenched with water (1.5 ml), 1N sodium hydroxide (4 ml) and water (1.5 ml), successively. After stir...